From a dataset of the Open Reaction Database (ORD), a public repository of structured organic reaction records. describe an organic reaction: reactants, conditions, products, and yield The reactants are O-(Benzotriazol-1-yl)-N,N,N′ N′-tetramethyluronium tetrafluoroborate, C/C(/C(=O)O)=C\C=1C(=NC2=CC(=C(C=C2C1)Br)F)NCC1=CC=C(C=C1)OC ((E)-methyl 3-(6-bromo-7-fluoro-2-(4-methoxybenzylamino)quinolin-3-yl)acrylic acid), C1(CCCCC1)CN (cyclohexylmethanamine), CCN(C(C)C)C(C)C (DIPEA), C([O-])(O)=O.[Na+] (sodium bicarbonate). Run in CN1CCCC1=O (NMP), CCOC(=O)C (EtOAc). Run at time 1 hour. The product is BrC=1C=C2C=C(C(=NC2=CC1F)NCC1=CC=C(C=C1)OC)/C=C/C(=O)NCC1CCCCC1 ((E)-3-(6-bromo-7-fluoro-2-(4-methoxybenzylamino)quinolin-3-yl)-N-(cyclohexylmethyl)acrylamide). RXN SMILES: C/[C:2](=[CH:6]\[C:7]1[C:8]([NH:19][CH2:20][C:21]2[CH:26]=[CH:25][C:24]([O:27][CH3:28])=[CH:23][CH:22]=2)=[N:9][C:10]2[C:15]([CH:16]=1)=[CH:14][C:13]([Br:17])=[C:12]([F:18])[CH:11]=2)/[C:3]([OH:5])=O.[CH:29]1([CH2:35][NH2:36])[CH2:34][CH2:33][CH2:32][CH2:31][CH2:30]1.CCN(C(C)C)C(C)C.C(=O)(O)[O-].[Na+]>CN1C(=O)CCC1.CCOC(C)=O>[Br:17][C:13]1[CH:14]=[C:15]2[C:10](=[CH:11][C:12]=1[F:18])[N:9]=[C:8]([NH:19][CH2:20][C:21]1[CH:22]=[CH:23][C:24]([O:27][CH3:28])=[CH:25][CH:26]=1)[C:7](/[CH:6]=[CH:2]/[C:3]([NH:36][CH2:35][CH:29]1[CH2:34][CH2:33][CH2:32][CH2:31][CH2:30]1)=[O:5])=[CH:16]2 |f:3.4|. Procedure details: DMF (54 ml, 701 mmol, 2.5 eq.) was added dropwise (via a syringe pump) to phosphoryl trichloride (179 ml, 1962 mmol, 7.0 eq.) in a 350 mL sealed tube in an ice bath under nitrogen. After the addition, the water bath was removed and N-(3-fluoro-4-bromophenyl)acetamide (65 g, 280 mmol) was added in one portion and stirred until a homogenous solution was observed (approx. 30 min.). The reaction vessel was sealed and heated at 75° C. for 48 h. The reaction was allowed to cool and slowly poured onto ... Starting materials: C(CCC)[Li] (n-butyl lithium), C(CCC)[Li] (n-butyl lithium), CN(C=O)C (dimethyl formamide), BrC=1C(=NN(C1C(F)(F)F)C)C=1C(=CC(=C(C(=O)O)C1)Cl)F (5-[4-bromo-1-methyl-5-(trifluoromethyl)-1H-pyrazol-3-yl]-2-chloro-4-fluorobenzoic acid), [H-].[Na+] (sodium hydride). The solvent is hexanes, O1CCCC1 (tetrahydrofuran). Reaction conditions: temperature 60 celsius. Yields the product ClC1=C(C(=O)O)C=C(C(=C1)F)C1=NN(C(=C1C=O)C(F)(F)F)C (2-chloro-4-fluoro-5-[4-formyl-1-methyl-5-(trifluoromethyl)-1H-pyrazol-3-yl]benzoic acid). As a reaction SMILES: Br[C:2]1[C:3]([C:12]2[C:13]([F:22])=[CH:14][C:15]([Cl:21])=[C:16]([CH:20]=2)[C:17]([OH:19])=[O:18])=[N:4][N:5]([CH3:11])[C:6]=1[C:7]([F:10])([F:9])[F:8].[H-].[Na+].C([Li])CCC.CN(C)[CH:32]=[O:33]>O1CCCC1>[Cl:21][C:15]1[CH:14]=[C:13]([F:22])[C:12]([C:3]2[C:2]([CH:32]=[O:33])=[C:6]([C:7]([F:10])([F:9])[F:8])[N:5]([CH3:11])[N:4]=2)=[CH:20][C:16]=1[C:17]([OH:19])=[O:18] |f:1.2|. Procedure: To a mechanically stirred solution of 10 g of 5-[4-bromo-1-methyl-5-(trifluoromethyl)-1H-pyrazol-3-yl]-2-chloro-4-fluorobenzoic acid in 400 ml of anhydrous tetrahydrofuran under a nitrogen atmosphere was added 1.0 g of 95% sodium hydride. After the foaming subsided, the reaction was stirred and heated to 60° C. for one hour to ensure complete anion formation of the acid. The reaction was cooled to -110° C. with vigorous stirring and a 10.8 mL of 2.5M n-butyl lithium in hexanes was added maintain... The reactants are [N+](=O)([O-])C1=CC=C(C=C1)COC(=O)C=1N2C(C(C2C(C1SC1COC(C1)CS(=O)(=O)C1=CC=C(C=C1)F)C)C(C)O)=O (3-[[5-[[(4-Fluorophenyl)sulfonyl]methyl]tetrahydro-3-furanyl]thio]-6-(1-hydroxyethyl)-4-methyl-7-oxo-1-azabicyclo[3.2.0]hept-2-ene-2-carboxylic acid (4-nitrophenyl)methyl ester), C([O-])(O)=O.[Na+] (sodium bicarbonate), O (water). Reagents/catalysts: [Pd] (palladium/carbon). The solvent is O1CCOCC1 (dioxane). Yields the product [Na+].FC1=CC=C(C=C1)S(=O)(=O)CC1CC(CO1)SC1=C(N2C(C(C2C1C)C(C)O)=O)C(=O)[O-] (3-[[5-[[(4-Fluorophenyl)sulfonyl]methyl]tetrahydro-3-furanyl]thio]-6-(1-hydroxyethyl)-4-methyl-7-oxo-1-azabicyclo[3.2.0]hept-2-ene-2-carboxylic acid monosodium salt). Isolated yield 20.1%. RXN SMILES: [N+](C1C=CC(C[O:11][C:12]([C:14]2[N:15]3[CH:18]([CH:19]([CH3:38])[C:20]=2[S:21][CH:22]2[CH2:26][CH:25]([CH2:27][S:28]([C:31]4[CH:36]=[CH:35][C:34]([F:37])=[CH:33][CH:32]=4)(=[O:30])=[O:29])[O:24][CH2:23]2)[CH:17]([CH:39]([OH:41])[CH3:40])[C:16]3=[O:42])=[O:13])=CC=1)([O-])=O.C(=O)(O)[O-].[Na+:47].O>[Pd].O1CCOCC1>[Na+:47].[F:37][C:34]1[CH:35]=[CH:36][C:31]([S:28]([CH2:27][CH:25]2[O:24][CH2:23][CH:22]([S:21][C:20]3[CH:19]([CH3:38])[CH:18]4[N:15]([C:16](=[O:42])[CH:17]4[CH:39]([OH:41])[CH3:40])[C:14]=3[C:12]([O-:13])=[O:11])[CH2:26]2)(=[O:30])=[O:29])=[CH:32][CH:33]=1 |f:1.2,6.7|. Reported procedure: The title compound is prepared by the procedure of Example 18 using 0.821 g of product from Example 33, 0.124 g of sodium bicarbonate, 8 ml of water, 20 ml of dioxane, and 0.380 g of 10% palladium/carbon to give 0.135 g of the desired product. The reactants are C(C)OC=1C=C(C=CC1OC)C(CS(=O)(=O)C)N (1-(3-ethoxy-4-methoxyphenyl)-2-methylsulfonylethylamine), CC1=C2C(C(=O)OC2=O)=CC=C1 (3-methylphthalic anhydride). The solvent is C(C)(=O)O (acetic acid). Yields the product C(C)OC=1C=C(C=CC1OC)C(CS(=O)(=O)C)N1C(C2=CC=CC(=C2C1=O)C)=O (2-[1-(3-Ethoxy-4-methoxyphenyl)-2-methylsulfonylethyl]-4-methylisoindoline-1,3-dione), C(C)OC=1C=C(C=CC1OC)C(CS(=O)(=O)C)N (1-(3-ethoxy-4-methoxyphenyl)-2-methylsulfonylethylamine), CC1=C2C(C(=O)OC2=O)=CC=C1 (3-methylphthalic anhydride). RXN SMILES: [CH2:1]([O:3][C:4]1[CH:5]=[C:6]([CH:12]([NH2:18])[CH2:13][S:14]([CH3:17])(=[O:16])=[O:15])[CH:7]=[CH:8][C:9]=1[O:10][CH3:11])[CH3:2].[CH3:19][C:20]1[CH:30]=[CH:29][CH:28]=[C:22]2[C:23]([O:25][C:26](=[O:27])[C:21]=12)=[O:24]>C(O)(=O)C>[CH2:1]([O:3][C:4]1[CH:5]=[C:6]([CH:12]([N:18]2[C:26](=[O:25])[C:21]3[C:22](=[CH:28][CH:29]=[CH:30][C:20]=3[CH3:19])[C:23]2=[O:24])[CH2:13][S:14]([CH3:17])(=[O:16])=[O:15])[CH:7]=[CH:8][C:9]=1[O:10][CH3:11])[CH3:2].[CH2:1]([O:3][C:4]1[CH:5]=[C:6]([CH:12]([NH2:18])[CH2:13][S:14]([CH3:17])(=[O:16])=[O:15])[CH:7]=[CH:8][C:9]=1[O:10][CH3:11])[CH3:2].[CH3:19][C:20]1[CH:30]=[CH:29][CH:28]=[C:22]2[C:23]([O:25][C:26](=[O:27])[C:21]=12)=[O:24]. Procedure: 2-[1-(3-Ethoxy-4-methoxyphenyl)-2-methylsulfonylethyl]-4-methylisoindoline-1,3-dione was prepared by the procedure of Example 8 from 1-(3-ethoxy-4-methoxyphenyl)-2-methylsulfonylethylamine (1.4 g, 5.0 mmol) and 3-methylphthalic anhydride (810 mg, 5.0 mmol) in acetic acid (15 mL) to afford 2-[1-(3-ethoxy-4-methoxyphenyl)-2-methylsulfonylethylamine (1.0 g, 3.7 mmol) and 3-methylphthalic anhydride (590 mg, 3.7 mmol). The product was obtained as a white solid (1.78 g, 85% yield); mp, 143.0-145.0° C.... Starting materials: CN1CCC(CC1)C1(C2=C(C=CC3=C1C=C(C=C3)I)C=CC=C2)O (1-methyl-4-(3-iodo-5-hydroxy-5H-dibenzo[a,d]cyclohepten-5-yl)piperidine), FC(C(=O)O)(F)F (trifluoroacetic acid), FC(C(=O)OC(C(F)(F)F)=O)(F)F (trifluoroacetic anhydride). Product: CN1CCC(CC1)=C1C2=C(C=CC3=C1C=C(C=C3)I)C=CC=C2 ((±)-1-methyl-4-(3-iodo-5H-dibenzo[a,d]cyclohepten-5-ylidene)piperidine). Reaction SMILES: [CH3:1][N:2]1[CH2:7][CH2:6][CH:5]([C:8]2(O)[C:14]3[CH:15]=[C:16]([I:19])[CH:17]=[CH:18][C:13]=3[CH:12]=[CH:11][C:10]3[CH:20]=[CH:21][CH:22]=[CH:23][C:9]2=3)[CH2:4][CH2:3]1.FC(F)(F)C(O)=O.FC(F)(F)C(OC(=O)C(F)(F)F)=O>>[CH3:1][N:2]1[CH2:7][CH2:6][C:5](=[C:8]2[C:14]3[CH:15]=[C:16]([I:19])[CH:17]=[CH:18][C:13]=3[CH:12]=[CH:11][C:10]3[CH:20]=[CH:21][CH:22]=[CH:23][C:9]2=3)[CH2:4][CH2:3]1. Procedure details: A solution of 3.23 g. of 1-methyl-4-(3-iodo-5-hydroxy-5H-dibenzo[a,d]cyclohepten-5-yl)piperidine, 30 ml. of trifluoroacetic acid and 10 ml. of trifluoroacetic anhydride is refluxed for 6 hours. The solution is concentrated on a rotary evaporator and the residue is made basic with 5% sodium hydroxide solution. The oil that precipitates is extracted into ether, and this ether phase is washed with water, dried over magnesium sulfate, filtered, and the ether removed on a rotary evaporator. The resid... Reactants: C(C)(C)(C)N (tert-butylamine), OC1=C(C=O)C=C(C=C1)C=C (2-hydroxy-5-vinylbenzaldehyde), C1(=CC=CC=C1)C (toluene). The product is C(CCC)NCC1=C(C=CC(=C1)C=C)O (2-butylaminomethyl-4-vinylphenol). The yield is 79.0%. Reaction SMILES: [C:1]([NH2:5])([CH3:4])(C)C.[OH:6][C:7]1[CH:14]=[CH:13][C:12]([CH:15]=[CH2:16])=[CH:11][C:8]=1[CH:9]=O.[C:17]1(C)C=CC=C[CH:18]=1>>[CH2:1]([NH:5][CH2:9][C:8]1[CH:11]=[C:12]([CH:15]=[CH2:16])[CH:13]=[CH:14][C:7]=1[OH:6])[CH2:4][CH2:17][CH3:18]. Procedure details: 73 g (1 mole) of tert-butylamine were added to a solution of 74 g (0.5 mole) of 2-hydroxy-5-vinylbenzaldehyde in 750 ml of toluene, and this mixture was refluxed for 2 hours. After extraction with twice 500 ml of ice water, the toluene was distilled off. 80 g (79%) of 2-butylaminomethyl-4-vinylphenol were obtained as a yellow oil. Starting materials: O (Water), C(C)(C)(C)OC(C(C)(C)SC=1SC=C(N1)CO)=O (2-{[4-(Hydroxymethyl)-1,3-thiazol-2-yl]thio}-2-methylpropionic acid tert-butyl ester), BrC1=CC=C(CBr)C=C1 (4-bromobenzylbromide), CC(C)([O-])C.[K+] (potassium tert-butoxide). Solvent: CN(C=O)C (N,N-dimethylformamide). Run at time 1 hour. The product is C(C)(C)(C)OC(C(C)(C)SC=1SC=C(N1)COCC1=CC=C(C=C1)Br)=O (2-[(4-{[(4-bromobenzyl)oxy]methyl}-1,3-thiazol-2-yl)thio]-2-methylpropionic acid tert-butyl ester). The yield is 56.8%. RXN SMILES: [C:1]([O:5][C:6](=[O:18])[C:7]([S:10][C:11]1[S:12][CH:13]=[C:14]([CH2:16][OH:17])[N:15]=1)([CH3:9])[CH3:8])([CH3:4])([CH3:3])[CH3:2].[Br:19][C:20]1[CH:27]=[CH:26][C:23]([CH2:24]Br)=[CH:22][CH:21]=1.CC(C)([O-])C.[K+].O>CN(C)C=O>[C:1]([O:5][C:6](=[O:18])[C:7]([S:10][C:11]1[S:12][CH:13]=[C:14]([CH2:16][O:17][CH2:24][C:23]2[CH:26]=[CH:27][C:20]([Br:19])=[CH:21][CH:22]=2)[N:15]=1)([CH3:9])[CH3:8])([CH3:2])([CH3:3])[CH3:4] |f:2.3|. Procedure details: 2-{[4-(Hydroxymethyl)-1,3-thiazol-2-yl]thio}-2-methylpropionic acid tert-butyl ester (5.0 g) synthesized in Example 10 and 4-bromobenzylbromide (4.75 g) were dissolved in N,N-dimethylformamide (50 mL), potassium tert-butoxide (2.33 g) was added, and the mixture was stirred at room temperature for 1 hr. Water was added to the reaction mixture, and the mixture was extracted with ethyl acetate. The organic layer was washed with saturated brine and dried over anhydrous sodium sulfate. The solvent wa...